From a dataset of the Open Reaction Database (ORD), a public repository of structured organic reaction records. describe an organic reaction: reactants, conditions, products, and yield The reactants are Cl, C1CCOC1, Fc1ccc(OCCCc2cn(C(c3ccccc3)(c3ccccc3)c3ccccc3)cn2)cc1. Yields the product Fc1ccc(OCCCc2c[nH]cn2)cc1. RXN SMILES: [ClH:41].[O:36]1[CH2:37][CH2:38][CH2:39][CH2:40]1.[c:1]1([C:2]([c:3]2[cH:4][cH:5][cH:6][cH:7][cH:24]2)([n:8]2[cH:9][n:10][c:11]([CH2:13][CH2:14][CH2:15][O:16][c:17]3[cH:18][cH:19][c:20]([F:23])[cH:21][cH:22]3)[cH:12]2)[c:25]2[cH:26][cH:27][cH:28][cH:29][cH:30]2)[cH:31][cH:32][cH:33][cH:34][cH:35]1>>[nH:8]1[cH:9][n:10][c:11]([CH2:13][CH2:14][CH2:15][O:16][c:17]2[cH:18][cH:19][c:20]([F:23])[cH:21][cH:22]2)[cH:12]1. Reactants: O1CCC(CC1)C(C)=O (1-(tetrahydro-2H-pyran-4-yl)ethanone), CC(C)(C)[S@@](=O)N ((R)-2-methylpropane-2-sulfinamide). Reagents/catalysts: C(C)O[Ti](OCC)(OCC)OCC (tetraethoxytitanium). The solvent is O1CCCC1 (tetrahydrofuran). Product: CC(C)(C)[S@@](=O)/N=C(\C)/C1CCOCC1 ((R,E)-2-methyl-N-(1-(tetrahydro-2H-pyran-4-yl)ethylidene)propane-2-sulfinamide). Isolated yield 43.8%. As a reaction SMILES: [O:1]1[CH2:6][CH2:5][CH:4]([C:7](=O)[CH3:8])[CH2:3][CH2:2]1.[CH3:10][C:11]([S@:14]([NH2:16])=[O:15])([CH3:13])[CH3:12]>O1CCCC1.C(O[Ti](OCC)(OCC)OCC)C>[CH3:10][C:11]([S@:14](/[N:16]=[C:7](/[CH:4]1[CH2:5][CH2:6][O:1][CH2:2][CH2:3]1)\[CH3:8])=[O:15])([CH3:13])[CH3:12]. Procedure: To a solution of 1-(tetrahydro-2H-pyran-4-yl)ethanone (1.9 g, 14.8 mmol) in tetrahydrofuran (30 mL) was added (R)-2-methylpropane-2-sulfinamide (2.15 g, 17.8 mmol) and tetraethoxytitanium (5.06 g, 22.2 mmol) at 25° C. under N2. The reaction was refluxed for 7 hrs. Then the mixture was quenched by water, extracted with ethyl acetate and filtered. The crude product was purified by column chromatography on silica gel eluted with dichloromethane: methanol=200:1 to give (R,E)-2-methyl-N-(1-(tetrahydr... As a reaction SMILES: [S:1](=[O:5])(=[O:4])([OH:3])[OH:2].C1COCC1.[F:11][C:12]1[CH:13]=[C:14]([NH:23][C:24]([C@@H:26]2[N:35]([C:36]([C@@H:38]3[CH2:41][C@H:40]([CH2:42][C:43]([OH:45])=[O:44])[CH2:39]3)=[O:37])[CH2:34][CH2:33][C:32]3[N:31]=[C:30]([O:46][CH3:47])[CH:29]=[CH:28][C:27]2=3)=[O:25])[CH:15]=[C:16]2[C:20]=1[C:19]([CH3:22])([CH3:21])[CH2:18][CH2:17]2>C1COCC1>[S:1]([OH:5])([OH:4])(=[O:3])=[O:2].[F:11][C:12]1[CH:13]=[C:14]([NH:23][C:24]([C@@H:26]2[N:35]([C:36]([C@@H:38]3[CH2:41][C@H:40]([CH2:42][C:43]([OH:45])=[O:44])[CH2:39]3)=[O:37])[CH2:34][CH2:33][C:32]3[N:31]=[C:30]([O:46][CH3:47])[CH:29]=[CH:28][C:27]2=3)=[O:25])[CH:15]=[C:16]2[C:20]=1[C:19]([CH3:22])([CH3:21])[CH2:18][CH2:17]2 |f:0.1,4.5|. Run in C1CCOC1 (THF). Starting materials: S(O)(O)(=O)=O.C1CCOC1 (Sulfuric acid THF), FC=1C=C(C=C2CCC(C12)(C)C)NC(=O)[C@H]1C=2C=CC(=NC2CCN1C(=O)[C@H]1C[C@H](C1)CC(=O)O)OC ((cis-3-(((5R)-5-((7-fluoro-1,1-dimethyl-2,3-dihydro-1H-inden-5-yl)carbamoyl)-2-methoxy-7,8-dihydro-1,6-naphthyridin-6(5H)-yl)carbonyl)cyclobutyl)acetic acid). Procedure: 0.126M Sulfuric acid/THF (13.24 mL, 1.67 mmol) solution was added to a solution of (cis-3-(((5R)-5-((7-fluoro-1,1-dimethyl-2,3-dihydro-1H-inden-5-yl)carbamoyl)-2-methoxy-7,8-dihydro-1,6-naphthyridin-6(5H)-yl)carbonyl)cyclobutyl)acetic acid (850 mg, 1.67 mmol) in THF (20 mL) at room temperature. The mixture was concentrated under reduced pressure to dryness, and the solid was collected by filtration with ethyl acetate (20 mL) to give (cis-3-(((5R)-5-((7-fluoro-1,1-dimethyl-2,3-dihydro-1H-inden-5-... The product is S(=O)(=O)(O)O.FC=1C=C(C=C2CCC(C12)(C)C)NC(=O)[C@H]1C=2C=CC(=NC2CCN1C(=O)[C@H]1C[C@H](C1)CC(=O)O)OC ((cis-3-(((5R)-5-((7-fluoro-1,1-dimethyl-2,3-dihydro-1H-inden-5-yl)carbamoyl)-2-methoxy-7,8-dihydro-1,6-naphthyridin-6(5H)-yl)carbonyl)cyclobutyl)acetic acid monosulfate). Isolated yield 96.6%. Starting materials: BrC1=CC(=NC=C1)F (4-bromo-2-fluoropyridine), Cl.FC(C1=NN=C2N1CCNC2)(F)F (3-(trifluoromethyl)-5,6,7,8-tetrahydro-[1,2,4]triazolo[4,3-a]pyrazine hydrochloride), C([O-])([O-])=O.[K+].[K+] (potassium carbonate). The solvent is CN(C)C=O (DMF), C(C)(=O)OCC (ethyl acetate). Run at temperature 100 celsius. Yields the product BrC1=CC(=NC=C1)N1CC=2N(CC1)C(=NN2)C(F)(F)F (7-(4-bromopyridin-2-yl)-3-(trifluoromethyl)-5,6,7,8-tetrahydro-[1,2,4]triazolo[4,3-a]pyrazine). Reaction SMILES: [Br:1][C:2]1[CH:7]=[CH:6][N:5]=[C:4](F)[CH:3]=1.Cl.[F:10][C:11]([F:22])([F:21])[C:12]1[N:16]2[CH2:17][CH2:18][NH:19][CH2:20][C:15]2=[N:14][N:13]=1.C(=O)([O-])[O-].[K+].[K+]>CN(C=O)C.C(OCC)(=O)C>[Br:1][C:2]1[CH:7]=[CH:6][N:5]=[C:4]([N:19]2[CH2:18][CH2:17][N:16]3[C:12]([C:11]([F:22])([F:10])[F:21])=[N:13][N:14]=[C:15]3[CH2:20]2)[CH:3]=1 |f:1.2,3.4.5|. Procedure details: A mixture of 4-bromo-2-fluoropyridine (0.216 mL, 2.1 mmol), 3-(trifluoromethyl)-5,6,7,8-tetrahydro-[1,2,4]triazolo[4,3-a]pyrazine hydrochloride (0.399 g, 1.75 mmol) and potassium carbonate (0.482 g, 3.49 mmol) in anhydrous DMF (7.0 mL) was heated at 100° C. for 16 h. Reaction mixture was cooled, diluted with ethyl acetate, washed with 5% lithium chloride solution (2×), brine, dried (MgSO4), filtered, concentrated and purified by CombiFlash (0 to 50% EtOAc/Hex) to give product. LCMS-ESI+: calc'd ... Product: CC(C)=CCCOCCCC1(C)OCCO1. The reactants are CC1(CCCBr)OCCO1, CN(C)C=O, CC(C)=CCCO, [H-], [Na+], O. RXN SMILES: [Br:10][CH2:11][CH2:12][CH2:13][C:14]1([CH3:15])[O:16][CH2:17][CH2:18][O:19]1.[CH3:21][N:22]([CH3:23])[CH:24]=[O:25].[CH3:3][C:4](=[CH:5][CH2:6][CH2:7][OH:8])[CH3:9].[H-:1].[Na+:2].[OH2:20]>>[CH3:3][C:4](=[CH:5][CH2:6][CH2:7][O:8][CH2:11][CH2:12][CH2:13][C:14]1([CH3:15])[O:16][CH2:17][CH2:18][O:19]1)[CH3:9]. The reactants are C1COCCO1, Cl, CC(C)(C)OC(=O)N1CCC(Oc2ccc(OCC(F)(F)F)cc2)CC1. Yields the product Cl, FC(F)(F)COc1ccc(OC2CCNCC2)cc1. As a reaction SMILES: [CH2:28]1[O:29][CH2:30][CH2:31][O:32][CH2:33]1.[ClH:27].[F:1][C:2]([CH2:3][O:4][c:5]1[cH:6][cH:7][c:8]([O:9][CH:10]2[CH2:11][CH2:12][N:13]([C:16]([O:17][C:18]([CH3:19])([CH3:20])[CH3:21])=[O:22])[CH2:14][CH2:15]2)[cH:23][cH:24]1)([F:25])[F:26]>>[ClH:27].[F:1][C:2]([CH2:3][O:4][c:5]1[cH:6][cH:7][c:8]([O:9][CH:10]2[CH2:11][CH2:12][NH:13][CH2:14][CH2:15]2)[cH:23][cH:24]1)([F:25])[F:26]. The reactants are O=C(CCCCCl)NC1CCN(C(=O)OCc2ccccc2)CC1, [H-], [Na+], C1CCOC1. Product: O=C(OCc1ccccc1)N1CCC(N2CCCCC2=O)CC1. As a reaction SMILES: [CH2:1]([c:2]1[cH:3][cH:4][cH:5][cH:6][cH:7]1)[O:8][C:9](=[O:10])[N:11]1[CH2:12][CH2:13][CH:14]([NH:17][C:18]([CH2:19][CH2:20][CH2:21][CH2:22][Cl:23])=[O:24])[CH2:15][CH2:16]1.[H-:25].[Na+:26].[O:27]1[CH2:28][CH2:29][CH2:30][CH2:31]1>>[CH2:1]([c:2]1[cH:3][cH:4][cH:5][cH:6][cH:7]1)[O:8][C:9](=[O:10])[N:11]1[CH2:12][CH2:13][CH:14]([N:17]2[C:18](=[O:24])[CH2:19][CH2:20][CH2:21][CH2:22]2)[CH2:15][CH2:16]1. Reactants: BrC=1C(=NC=C(C(=O)NC2=CC=C(C=C2)OC(F)(F)F)C1)N1C[C@@H](CC1)O ((R)-5-Bromo-6-(3-hydroxypyrrolidin-1-yl)-N-(4-(trifluoromethoxy)phenyl)nicotinamide), Cl.OCC1C(CNC1)O (4-(hydroxymethyl)pyrrolidin-3-ol hydrochloride). The product is BrC=1C(=NC=C(C(=O)NC2=CC=C(C=C2)OC(F)(F)F)C1)N1C[C@H]([C@@H](C1)CO)O (5-Bromo-6-(trans-3-hydroxy-4-(hydroxymethyl)pyrrolidin-1-yl)-N-(4-(trifluoromethoxy)phenyl)nicotinamide). Reaction SMILES: [Br:1][C:2]1[C:3]([N:22]2[CH2:26][CH2:25][C@@H:24]([OH:27])[CH2:23]2)=[N:4][CH:5]=[C:6]([CH:21]=1)[C:7]([NH:9][C:10]1[CH:15]=[CH:14][C:13]([O:16][C:17]([F:20])([F:19])[F:18])=[CH:12][CH:11]=1)=[O:8].Cl.[OH:29][CH2:30]C1CNCC1O>>[Br:1][C:2]1[C:3]([N:22]2[CH2:26][C@@H:25]([CH2:30][OH:29])[C@H:24]([OH:27])[CH2:23]2)=[N:4][CH:5]=[C:6]([CH:21]=1)[C:7]([NH:9][C:10]1[CH:15]=[CH:14][C:13]([O:16][C:17]([F:19])([F:20])[F:18])=[CH:12][CH:11]=1)=[O:8] |f:1.2|. Procedure: The title compound was prepared in an analogous fashion to that described in Stage 12.1 using 5-bromo-6-chloro-N-(4-(trifluoromethoxy)phenyl)nicotinamide (Example 35) and 4-(hydroxymethyl)pyrrolidin-3-ol hydrochloride to afford an off-white solid. UPLC-MS (Condition 3) tR=0.98 min, m/z=476.2/478.2 [M+H]+, m/z=474.0/476.0 [M−H]−; 1H-NMR (400 MHz, DMSO-d6) δ ppm 2.11-2.23 (m, 1H) 3.25-3.34 (m, 2H) 3.39-3.49 (m, 1H) 3.50-3.62 (m, 2H) 3.83-3.96 (m, 2H) 4.04-4.12 (m, 1H) 4.70 (t, J=5.27 Hz, 1H) 5.07 ... Starting materials: [H][H], [Li+], NS(=O)(=O)c1cc(C(=O)O)cc([N+](=O)[O-])c1Nc1ccccc1, [Na+], [OH-], [OH-], O. Product: Nc1cc(C(=O)O)cc(S(N)(=O)=O)c1Nc1ccccc1. RXN SMILES: [H:28][H:29].[Li+:26].[NH:1]([c:2]1[cH:3][cH:4][cH:5][cH:6][cH:7]1)[c:8]1[c:9]([N+:21]([O-:22])=[O:23])[cH:10][c:11]([C:12](=[O:13])[OH:14])[cH:15][c:16]1[S:17]([NH2:18])(=[O:19])=[O:20].[Na+:25].[OH-:24].[OH-:27].[OH2:30]>>[NH:1]([c:2]1[cH:3][cH:4][cH:5][cH:6][cH:7]1)[c:8]1[c:9]([NH2:21])[cH:10][c:11]([C:12](=[O:13])[OH:14])[cH:15][c:16]1[S:17]([NH2:18])(=[O:19])=[O:20].